From a dataset of the Open Reaction Database (ORD), a public repository of structured organic reaction records. describe an organic reaction: reactants, conditions, products, and yield Reactants: C(=O)([O-])[O-].[Na+].[Na+] (Na2CO3), EtOAc hexanes, COC(N(CC1=C(C=CC(=C1)C(F)(F)F)C1=C(C=CC(=C1)C(C)C)OC)CC1=CC(=CC(=C1)C(F)(F)F)I)=O (Methyl[3-iodo-5-(trifluoromethyl)benzyl]{[5′-isopropyl-2′-methoxy-4-(trifluoromethyl)biphenyl-2-yl]methyl}carbamate), N1=CC=C(C=C1)B(O)O (pyridine-4-boronic acid), CC(C(C)O)O (dimethyl ethylene glycol). Reagents/catalysts: C=1C=CC(=CC1)[P](C=2C=CC=CC2)(C=3C=CC=CC3)[Pd]([P](C=4C=CC=CC4)(C=5C=CC=CC5)C=6C=CC=CC6)([P](C=7C=CC=CC7)(C=8C=CC=CC8)C=9C=CC=CC9)[P](C=1C=CC=CC1)(C=1C=CC=CC1)C=1C=CC=CC1 (Pd(PPh3)4). The solvent is O (water), C(C)O (ethanol). Yields the product COC(N(CC1=CC(=CC(=C1)C(F)(F)F)C1=CC=NC=C1)CC1=C(C=CC(=C1)C(F)(F)F)C1=C(C=CC(=C1)C(C)C)OC)=O (Methyl{[5 ′-isopropyl-2′-methoxy-4-(trifluoromethyl)biphenyl-2-yl]methyl}[3-pyridin-4-yl-5-(trifluoromethyl)benzyl]carbamate). As a reaction SMILES: [CH3:1][O:2][C:3](=[O:39])[N:4]([CH2:27][C:28]1[CH:33]=[C:32]([C:34]([F:37])([F:36])[F:35])[CH:31]=[C:30](I)[CH:29]=1)[CH2:5][C:6]1[CH:11]=[C:10]([C:12]([F:15])([F:14])[F:13])[CH:9]=[CH:8][C:7]=1[C:16]1[CH:21]=[C:20]([CH:22]([CH3:24])[CH3:23])[CH:19]=[CH:18][C:17]=1[O:25][CH3:26].[N:40]1[CH:45]=[CH:44][C:43](B(O)O)=[CH:42][CH:41]=1.CC(O)C(O)C.C([O-])([O-])=O.[Na+].[Na+]>C1C=CC([P]([Pd]([P](C2C=CC=CC=2)(C2C=CC=CC=2)C2C=CC=CC=2)([P](C2C=CC=CC=2)(C2C=CC=CC=2)C2C=CC=CC=2)[P](C2C=CC=CC=2)(C2C=CC=CC=2)C2C=CC=CC=2)(C2C=CC=CC=2)C2C=CC=CC=2)=CC=1.O.C(O)C>[CH3:1][O:2][C:3](=[O:39])[N:4]([CH2:5][C:6]1[CH:11]=[C:10]([C:12]([F:13])([F:14])[F:15])[CH:9]=[CH:8][C:7]=1[C:16]1[CH:21]=[C:20]([CH:22]([CH3:23])[CH3:24])[CH:19]=[CH:18][C:17]=1[O:25][CH3:26])[CH2:27][C:28]1[CH:33]=[C:32]([C:34]([F:37])([F:36])[F:35])[CH:31]=[C:30]([C:43]2[CH:44]=[CH:45][N:40]=[CH:41][CH:42]=2)[CH:29]=1 |f:3.4.5,^1:64,66,85,104|. Procedure details: Methyl[3-iodo-5-(trifluoromethyl)benzyl]{[5′-isopropyl-2′-methoxy-4-(trifluoromethyl)biphenyl-2-yl]methyl}carbamate (Example 119, 20 mg, 0.03 mmol) and pyridine-4-boronic acid (4.6 mg, 0.04 mmol) were placed in a microwave tube in a microwave tube, and dissolved with dimethyl ethylene glycol (170 μL). Next, 2M Na2CO3 (38 μL), ethanol (42 μL), and water (56 μL) were added. The solution was degassed with nitrogen for 2 minutes. Pd(PPh3)4 (3.5 mg, 0.003 mmol) was added and the solution was degassed...